This data is from the Open Reaction Database (ORD), a public repository of structured organic reaction records. The task is: describe an organic reaction: reactants, conditions, products, and yield Reactants: NC1=C(SC(=C1)Br)C(=O)N (3-amino-5-bromothiophene-2-carboxamide), ClC(=O)C12CCC(CC1)N2C(=O)OCC2=CC=CC=C2 (benzyl 1-(chlorocarbonyl)-7-azabicyclo[2.2.1]heptane-7-carboxylate), C(O)([O-])=O.[Na+] (sodium hydrogen carbonate), C(C)N(C(C)C)C(C)C (N-ethyl-N-(1-methylethyl)propan-2-amine). Run in O1CCCC1 (tetrahydrofuran). Conditions: time 1 hour. Product: BrC1=CC=2N=C(NC(C2S1)=O)C12CCC(CC1)N2C(=O)OCC2=CC=CC=C2 (benzyl 1-(6-bromo-4-oxo-3,4-dihydrothieno[3,2-d]pyrimidin-2-yl)-7-azabicyclo[2.2.1]heptane-7-carboxylate). As a reaction SMILES: [NH2:1][C:2]1[CH:6]=[C:5]([Br:7])[S:4][C:3]=1[C:8]([NH2:10])=[O:9].Cl[C:12]([C:14]12[N:20]([C:21]([O:23][CH2:24][C:25]3[CH:30]=[CH:29][CH:28]=[CH:27][CH:26]=3)=[O:22])[CH:17]([CH2:18][CH2:19]1)[CH2:16][CH2:15]2)=O.C(N(C(C)C)C(C)C)C.C(=O)([O-])O.[Na+]>O1CCCC1>[Br:7][C:5]1[S:4][C:3]2[C:8](=[O:9])[NH:10][C:12]([C:14]34[N:20]([C:21]([O:23][CH2:24][C:25]5[CH:26]=[CH:27][CH:28]=[CH:29][CH:30]=5)=[O:22])[CH:17]([CH2:16][CH2:15]3)[CH2:18][CH2:19]4)=[N:1][C:2]=2[CH:6]=1 |f:3.4|. Reported procedure: To a mixture of 3-amino-5-bromothiophene-2-carboxamide (221 mg) produced in Example 1, step D, the crude product (2.0 mmol) of benzyl 1-(chlorocarbonyl)-7-azabicyclo[2.2.1]heptane-7-carboxylate produced above and tetrahydrofuran (10 mL) was added N-ethyl-N-(1-methylethyl)propan-2-amine (0.70 mL) at room temperature. After stirring for 1 hr, the reaction system was poured into saturated aqueous sodium hydrogen carbonate, and the mixture was extracted with ethyl acetate. The extract was dried over... Reactants: COC(C(=O)C1=CC(=C(C=C1)S(=O)(=O)C)Cl)=O ((3-Chloro-4-methanesulfonyl-phenyl)-oxo-acetic acid methyl ester), C1(CCCC1)ON (O-Cyclopentyl-hydroxylamine). Solvent: CO (methanol). Conditions: temperature 70 celsius, time 2 hour. Yields the product COC(/C(=N/OC1CCCC1)/C1=CC(=C(C=C1)S(=O)(=O)C)Cl)=O ((E)-(3-chloro-4-methanesulfonyl-phenyl)-cyclopentyloxyimino-acetic acid methyl ester). The yield is 44.4%. As a reaction SMILES: [CH3:1][O:2][C:3](=[O:17])[C:4]([C:6]1[CH:11]=[CH:10][C:9]([S:12]([CH3:15])(=[O:14])=[O:13])=[C:8]([Cl:16])[CH:7]=1)=O.[CH:18]1([O:23][NH2:24])[CH2:22][CH2:21][CH2:20][CH2:19]1>CO>[CH3:1][O:2][C:3](=[O:17])/[C:4](/[C:6]1[CH:11]=[CH:10][C:9]([S:12]([CH3:15])(=[O:14])=[O:13])=[C:8]([Cl:16])[CH:7]=1)=[N:24]/[O:23][CH:18]1[CH2:22][CH2:21][CH2:20][CH2:19]1. Procedure details: (3-Chloro-4-methanesulfonyl-phenyl)-oxo-acetic acid methyl ester (1.75 g, 6.32 mmol) was stirred in methanol (14 mL) and warmed in a 70° C. oil bath. O-Cyclopentyl-hydroxylamine (1.09 g, 7.92 mmol) was added. After 2 h, the reaction mixture was allowed to cool and concentrated in vacuo. Purification by flash column chromatography (Merck silica gel 60, 40-63 □m; 20% ethyl acetate/hexanes) gave (E)-(3-chloro-4-methanesulfonyl-phenyl)-cyclopentyloxyimino-acetic acid methyl ester (1.01 g, 44%) eluti... Reactants: COC(=O)c1ncc2cc(Cc3ccc(F)cc3)cnc2c1O, CN(C)C=O, O=C1CCC(=O)N1I. Yields the product COC(=O)c1nc(I)c2cc(Cc3ccc(F)cc3)cnc2c1O. As a reaction SMILES: [CH3:1][O:2][C:3](=[O:4])[c:5]1[n:6][cH:7][c:8]2[cH:9][c:10]([CH2:16][c:17]3[cH:18][cH:19][c:20]([F:23])[cH:21][cH:22]3)[cH:11][n:12][c:13]2[c:14]1[OH:15].[CH3:32][N:33]([CH3:34])[CH:35]=[O:36].[I:24][N:25]1[C:26](=[O:27])[CH2:28][CH2:29][C:30]1=[O:31]>>[CH3:1][O:2][C:3](=[O:4])[c:5]1[n:6][c:7]([I:24])[c:8]2[cH:9][c:10]([CH2:16][c:17]3[cH:18][cH:19][c:20]([F:23])[cH:21][cH:22]3)[cH:11][n:12][c:13]2[c:14]1[OH:15]. Starting materials: N1=CC(=CC2=CC=CC=C12)O (3-quinolinol), C([O-])([O-])=O.[Cs+].[Cs+] (cesium carbonate), C(C(C)(C)C)(=O)CC(C(C)(C)C)=O (dipivaloylmethane), BrCC(=O)C1=CC=CC=C1 (2-bromoacetophenone). The reagents and catalysts are [Cu]Cl (copper (I) chloride). The solvent is CN1C(CCC1)=O (N-methylpyrrolidone). Reaction conditions: temperature 130 celsius, time 3 hour. Yields the product N1=CC(=CC2=CC=CC=C12)OC1=C(C=CC=C1)C(C)=O (1-[2-(quinolin-3-yloxy)-phenyl]-ethanone). Yield: 61.9%. Reaction SMILES: [N:1]1[C:10]2[C:5](=[CH:6][CH:7]=[CH:8][CH:9]=2)[CH:4]=[C:3]([OH:11])[CH:2]=1.C(=O)([O-])[O-].[Cs+].[Cs+].C(CC(=O)C(C)(C)C)(=O)C(C)(C)C.Br[CH2:32][C:33]([C:35]1[CH:40]=[CH:39][CH:38]=[CH:37][CH:36]=1)=[O:34]>CN1CCCC1=O.[Cu]Cl>[N:1]1[C:10]2[C:5](=[CH:6][CH:7]=[CH:8][CH:9]=2)[CH:4]=[C:3]([O:11][C:36]2[CH:37]=[CH:38][CH:39]=[CH:40][C:35]=2[C:33](=[O:34])[CH3:32])[CH:2]=1 |f:1.2.3|. Reported procedure: 0.73 g of 3-quinolinol, 1.8 g of cesium carbonate, 0.18 g of dipivaloylmethane, 2.0 g of 2-bromoacetophenone, and 0.50 g of copper (I) chloride were dissolved in 10 ml of N-methylpyrrolidone, and the mixture was stirred for 3 hours at 130° C. The resultant was purified by silica gel column chromatography, and 0.82 g of 1-[2-(quinolin-3-yloxy)-phenyl]-ethanone (Compound Number 1) was obtained. Reactants: O (water), C1=CC=CC=2SC3=CC=CC=C3CC12 (Thioxanthene), C1=CC=CC=2SC3=CC=CC=C3CC12 (Thioxanthene), C(C)(=O)O (acetic acid), OO (hydrogen peroxide), O (water). Run in C(Cl)Cl (CH2Cl2). Conditions: temperature 100 celsius, time 1.5 hour. Yields the product O=S1(C=2C=CC=CC2CC2=CC=CC=C12)=O (10,10-Dioxo-thioxanthene). RXN SMILES: [CH:1]1[C:14]2[CH2:13][C:12]3[C:7](=[CH:8][CH:9]=[CH:10][CH:11]=3)[S:6][C:5]=2[CH:4]=[CH:3][CH:2]=1.OO.[OH2:17].C(O)(=[O:20])C>C(Cl)Cl>[O:17]=[S:6]1(=[O:20])[C:7]2[C:12](=[CH:11][CH:10]=[CH:9][CH:8]=2)[CH2:13][C:14]2[CH:1]=[CH:2][CH:3]=[CH:4][C:5]1=2. Reported procedure: Thioxanthene, 29 (2.9 g, 14.6 mmol) was dissolved in glacial acetic acid (90 mL). While under argon, the solution was treated with hydrogen peroxide (6.12 mL, 62.9 mmol of a 35% by wt water solution) and the reaction stirred at 100° C. for 1.5 hr. The reaction was cooled to room temperature, poured into water (250 mL), stirred 0.5 hrs and filtered to give a white solid. The solid was dissolved in CH2Cl2, washed with 5% sodium bisulfite (aq), dried over Na2SO4, filtered and concentrated to drynes... Reported procedure: A solution of 0.067 g (0.109 mmole) 4-[4-(9-cyclopentyl-7,7-difluoro-5-methyl-6-oxo-6,7,8,9-tetrahydro-5H-pyrimido[4,5-b][1,4]diazepin-2-ylamino)-3-fluoro-benzoylamino]-piperidine-1-carboxylic acid tert-butyl ester (I-229) in 3 mL of dichloromethane was stirred with 3 mL of trifluoroacetic acid for 2 hours and then concentrated under reduced pressure. The residue was dissolved in 80 mL of dichloromethane, washed with 15 mL of sodium carbonate solution, twice with 15 mL of brine and concentrated ... Isolated yield 94.5%. Reactants: C(C)(C)(C)OC(=O)N1CCC(CC1)NC(C1=CC(=C(C=C1)NC=1N=CC2=C(N(CC(C(N2C)=O)(F)F)C2CCCC2)N1)F)=O (4-[4-(9-cyclopentyl-7,7-difluoro-5-methyl-6-oxo-6,7,8,9-tetrahydro-5H-pyrimido[4,5-b][1,4]diazepin-2-ylamino)-3-fluoro-benzoylamino]-piperidine-1-carboxylic acid tert-butyl ester), FC(C(=O)O)(F)F (trifluoroacetic acid). The product is C1(CCCC1)N1C2=C(N(C(C(C1)(F)F)=O)C)C=NC(=N2)NC2=C(C=C(C(=O)NC1CCNCC1)C=C2)F (4-(9-cyclopentyl-7,7-difluoro-5-methyl-6-oxo-6,7,8,9-tetrahydro-5H-pyrimido[4,5-b][1,4]diazepin-2-ylamino)-3-fluoro-N-piperidin-4-yl-benzamide). Run in ClCCl (dichloromethane). As a reaction SMILES: C(OC([N:8]1[CH2:13][CH2:12][CH:11]([NH:14][C:15](=[O:44])[C:16]2[CH:21]=[CH:20][C:19]([NH:22][C:23]3[N:24]=[CH:25][C:26]4[N:32]([CH3:33])[C:31](=[O:34])[C:30]([F:36])([F:35])[CH2:29][N:28]([CH:37]5[CH2:41][CH2:40][CH2:39][CH2:38]5)[C:27]=4[N:42]=3)=[C:18]([F:43])[CH:17]=2)[CH2:10][CH2:9]1)=O)(C)(C)C.FC(F)(F)C(O)=O>ClCCl>[CH:37]1([N:28]2[CH2:29][C:30]([F:36])([F:35])[C:31](=[O:34])[N:32]([CH3:33])[C:26]3[CH:25]=[N:24][C:23]([NH:22][C:19]4[CH:20]=[CH:21][C:16]([C:15]([NH:14][CH:11]5[CH2:12][CH2:13][NH:8][CH2:9][CH2:10]5)=[O:44])=[CH:17][C:18]=4[F:43])=[N:42][C:27]2=3)[CH2:38][CH2:39][CH2:40][CH2:41]1. The reactants are C(C1=CC=CC=C1)(C1=CC=CC=C1)(C1=CC=CC=C1)N1N=NN=C1CC(=O)OCC (ethyl (1-trityl-1H-tetrazol-5-yl)acetate), O1CCCC1 (tetrahydrofuran), [OH-].[Na+] (sodium hydroxide), Cl (hydrochloric acid). Solvent: C(C)O (ethanol), C(C)(=O)OCC (ethyl acetate). Yields the product C(C1=CC=CC=C1)(C1=CC=CC=C1)(C1=CC=CC=C1)N1N=NN=C1CC(=O)O ((1-trityl-1H-tetrazol-5-yl)acetic acid). Yield: 117.4%. As a reaction SMILES: [C:1]([N:20]1[C:24]([CH2:25][C:26]([O:28]CC)=[O:27])=[N:23][N:22]=[N:21]1)([C:14]1[CH:19]=[CH:18][CH:17]=[CH:16][CH:15]=1)([C:8]1[CH:13]=[CH:12][CH:11]=[CH:10][CH:9]=1)[C:2]1[CH:7]=[CH:6][CH:5]=[CH:4][CH:3]=1.O1CCCC1.[OH-].[Na+].Cl>C(O)C.C(OCC)(=O)C>[C:1]([N:20]1[C:24]([CH2:25][C:26]([OH:28])=[O:27])=[N:23][N:22]=[N:21]1)([C:14]1[CH:19]=[CH:18][CH:17]=[CH:16][CH:15]=1)([C:2]1[CH:7]=[CH:6][CH:5]=[CH:4][CH:3]=1)[C:8]1[CH:13]=[CH:12][CH:11]=[CH:10][CH:9]=1 |f:2.3|. Reported procedure: To a stirred solution of 1.21 g of ethyl (1-trityl-1H-tetrazol-5-yl)acetate in ethanol (6mL)-tetrahydrofuran (6 mL) was added 1.67 mL of 2 mol/L sodium hydroxide solution under ice-cooling, and the mixture was stirred at room temperature for an hour. To the reaction mixture were added ethyl acetate and 10 mL of 1 mol/L hydrochloric acid, and the mixture was separated. After being washed with water, and brine, the organic layer was dried over anhydrous magnesium sulfate, and the solvent was remov... Starting materials: C(C)C=1C=C(N)C=CC1 (3-ethylaniline), C(C)O (ethanol), C([O-])([O-])=O.[Na+].[Na+] (sodium carbonate), C(C)I (Ethyl iodide). Solvent: O (water). Run at temperature 45 celsius. Yields the product C(C)N(C1=CC(=CC=C1)CC)CC (N,N-Diethyl-m-ethylaniline). Yield: 96.0%. As a reaction SMILES: [CH2:1]([C:3]1[CH:4]=[C:5]([CH:7]=[CH:8][CH:9]=1)[NH2:6])[CH3:2].[CH2:10](O)[CH3:11].C(=O)([O-])[O-].[Na+].[Na+].[CH2:19](I)[CH3:20]>O>[CH2:19]([N:6]([CH2:10][CH3:11])[C:5]1[CH:7]=[CH:8][CH:9]=[C:3]([CH2:1][CH3:2])[CH:4]=1)[CH3:20] |f:2.3.4|. Procedure details: To a 100 cm3 round bottom flask was added 3-ethylaniline (5.0 g, 41.3 mmol), ethanol (7.5 cm3), sodium carbonate (5.9 g, 55.7 mmol). Ethyl iodide (17.38 g, 111.4 mmol) was added dropwise. The mixture was then heated at 45° C. for 12 hours before cooling to room temperature and adding water (50 cm3). The mixture was extracted into diethyl ether (3×50 cm3) the extracts were dried over magnesium sulphate, filtered, and concentrated to give the title compound (7.03 g, 96%) as a light yellow oil. δH ...